Dataset: the Open Reaction Database (ORD), a public repository of structured organic reaction records. Task: describe an organic reaction: reactants, conditions, products, and yield The reactants are BrCc1ccccc1, COC(=O)CC1CC(O)C1, [H-], [Na+], CN(C)C=O. Yields the product COC(=O)CC1CC(OCc2ccccc2)C1. RXN SMILES: [Br:13][CH2:14][c:15]1[cH:16][cH:17][cH:18][cH:19][cH:20]1.[CH3:1][O:2][C:3]([CH2:4][CH:5]1[CH2:6][CH:7]([OH:9])[CH2:8]1)=[O:10].[H-:12].[Na+:11].[O:21]=[CH:22][N:23]([CH3:24])[CH3:25]>>[CH3:1][O:2][C:3]([CH2:4][CH:5]1[CH2:6][CH:7]([O:9][CH2:14][c:15]2[cH:16][cH:17][cH:18][cH:19][cH:20]2)[CH2:8]1)=[O:10]. The reactants are [Cl-].[NH4+] (ammonium chloride), SC(CO)CS (2,3-dimercapto-1-propanol), N1C=NC=C1 (imidazole), [Si](C)(C)(C(C)(C)C)Cl (t-butyldimethylsilyl chloride). Run in C1CCOC1 (THF). Reaction conditions: temperature 0 celsius, time 18 hour. Yields the product [Si](C)(C)(C(C)(C)C)OCC(CS)S (1-t-butyldimethylsilyloxy-2,3-dimercaptopropane). Isolated yield 94.6%. RXN SMILES: [SH:1][CH:2]([CH2:5][SH:6])[CH2:3][OH:4].N1C=CN=C1.[Si:12](Cl)([C:15]([CH3:18])([CH3:17])[CH3:16])([CH3:14])[CH3:13].[Cl-].[NH4+]>C1COCC1>[Si:12]([O:4][CH2:3][CH:2]([SH:1])[CH2:5][SH:6])([C:15]([CH3:18])([CH3:17])[CH3:16])([CH3:14])[CH3:13] |f:3.4|. Reported procedure: To a solution of 2,3-dimercapto-1-propanol (15.0 ml, 150 mmol) and imidazole (15.3 g, 224 mmol, 1.5 eq) in THF (300 mL) was added t-butyldimethylsilyl chloride (21.4 g, 142 mmol, 0.95 eq) at 0° C. The mixture was stirred at 0° C. for 1 hr and at room temperature for 18 hr. A saturated solution of ammonium chloride was added and the aqueous phase was extracted with dichloromethane. The organic layer was dried with anhydrous sodium sulphate and the solvent was evaporated under reduced pressure. Th... As a reaction SMILES: C[O:2][C:3]1[CH:4]=[C:5]([C:9]23[CH2:18][C:17]4[CH:19]=[CH:20][CH:21]=[CH:22][C:16]=4[CH2:15][C:14]2([CH3:23])[CH2:13][N:12]([CH3:24])[CH2:11][CH2:10]3)[CH:6]=[CH:7][CH:8]=1.Br.[OH-].[Na+].C([O-])(O)=O.[Na+]>C(O)(=O)C>[OH:2][C:3]1[CH:4]=[C:5]([C:9]23[CH2:18][C:17]4[CH:19]=[CH:20][CH:21]=[CH:22][C:16]=4[CH2:15][C:14]2([CH3:23])[CH2:13][N:12]([CH3:24])[CH2:11][CH2:10]3)[CH:6]=[CH:7][CH:8]=1 |f:2.3,4.5|. Isolated yield 28.3%. Run in C(C)(=O)O (acetic acid). The product is OC=1C=C(C=CC1)C12CCN(CC2(CC2=C(C1)C=CC=C2)C)C ((±)-1,2,3,4,4a,5,10,10a-octahydro-4a-(3-hydroxyphenyl)-2,10a-dimethylbenzo-[g]isoquinoline). Starting materials: COC=1C=C(C=CC1)C12CCN(CC2(CC2=C(C1)C=CC=C2)C)C ((±)-1,2,3,4,4a,5,10,10a-octahydro4a-(3-methoxyphenyl)-2,10a-dimethylbenzo-[g]isoquinoline), Br (HBr), C(=O)(O)[O-].[Na+] (NaHCO3), [OH-].[Na+] (NaOH). Procedure: To a 10 mL single-necked flask was added 100 mg (0.31 mmol) of (±)-1,2,3,4,4a,5,10,10a-octahydro-4a-(3-methoxyphenyl)-2, 10a-dimethylbenzo[g]isoquinoline (10) and 0.8 mL of glacial acetic acid and 0.8 mL of 48% HBr. This mixture was heated under reflux for 18 h and then cooled to room temperature. The pH was then adjusted to 10 with cooling starting with 50% NaOH and finishing with saturated NaHCO3. This was extracted 2 times with CHCl3 and 2 times with 3:1 n-butanol:toluene. Both extracts were ...